Dataset: the Open Reaction Database (ORD), a public repository of structured organic reaction records. Task: describe an organic reaction: reactants, conditions, products, and yield Reactants: CC(C)(C)OC(=O)N1CCC(=O)CC1, [BH3-]C#N, CC(=O)O, CO, NCCc1ccccc1[N+](=O)[O-], [Na+]. Product: CC(C)(C)OC(=O)N1CCC(NCCc2ccccc2[N+](=O)[O-])CC1. As a reaction SMILES: [C:13]([CH3:14])([CH3:15])([CH3:16])[O:17][C:18](=[O:19])[N:20]1[CH2:21][CH2:22][C:23](=[O:26])[CH2:24][CH2:25]1.[C:31]([BH3-:32])#[N:33].[CH3:27][C:28](=[O:29])[OH:30].[CH3:35][OH:36].[NH2:1][CH2:2][CH2:3][c:4]1[c:5]([N+:10](=[O:11])[O-:12])[cH:6][cH:7][cH:8][cH:9]1.[Na+:34]>>[NH:1]([CH2:2][CH2:3][c:4]1[c:5]([N+:10](=[O:11])[O-:12])[cH:6][cH:7][cH:8][cH:9]1)[CH:23]1[CH2:22][CH2:21][N:20]([C:18]([O:17][C:13]([CH3:14])([CH3:15])[CH3:16])=[O:19])[CH2:25][CH2:24]1. Reactants: COc1cc(CCC(=O)O)ccc1OCc1ccccc1, C1CCOC1, CCOC(=O)Cl, [NH4+], [OH-]. Yields the product COc1cc(CCC(N)=O)ccc1OCc1ccccc1. RXN SMILES: [CH2:1]([c:2]1[cH:3][cH:4][cH:5][cH:6][cH:7]1)[O:8][c:9]1[c:10]([O:20][CH3:21])[cH:11][c:12]([CH2:15][CH2:16][C:17](=[O:18])[OH:19])[cH:13][cH:14]1.[CH2:30]1[O:31][CH2:32][CH2:33][CH2:34]1.[Cl:22][C:23]([O:24][CH2:25][CH3:26])=[O:27].[NH4+:28].[OH-:29]>>[CH2:1]([c:2]1[cH:3][cH:4][cH:5][cH:6][cH:7]1)[O:8][c:9]1[c:10]([O:20][CH3:21])[cH:11][c:12]([CH2:15][CH2:16][C:17](=[O:18])[NH2:28])[cH:13][cH:14]1.